Dataset: the Open Reaction Database (ORD), a public repository of structured organic reaction records. Task: describe an organic reaction: reactants, conditions, products, and yield Reactants: CCN(C(C)C)C(C)C (DIEA), C(C=C)(=O)OC(C)(C)C (t-butyl acrylate), C(C)(C)(C)OC(=O)N1CCC(CC1)C1=CC=C(C=C1)COC1=CC(=C(C=C1)C1=CC=CC=C1)C (4-[4-(4-phenyl-3-methyl-phenoxymethyl)-phenyl]-piperidine-1-carboxylic acid tert-butyl ester). The solvent is CO (methanol), C(Cl)Cl.C(=O)(C(F)(F)F)O (DCM TFA). Run at temperature 90 celsius. Yields the product C(C)(C)(C)OC(CCN1CCC(CC1)C1=CC=C(C=C1)COC1=CC(=C(C=C1)C1=CC=CC=C1)C)=O (3-{4-[4-(4-phenyl-3-methyl-phenoxymethyl)-phenyl]-piperidin-1-yl}-propionic acid tert-butyl ester). As a reaction SMILES: C(OC([N:8]1[CH2:13][CH2:12][CH:11]([C:14]2[CH:19]=[CH:18][C:17]([CH2:20][O:21][C:22]3[CH:27]=[CH:26][C:25]([C:28]4[CH:33]=[CH:32][CH:31]=[CH:30][CH:29]=4)=[C:24]([CH3:34])[CH:23]=3)=[CH:16][CH:15]=2)[CH2:10][CH2:9]1)=O)(C)(C)C.CCN(C(C)C)C(C)C.[C:44]([O:48][C:49]([CH3:52])([CH3:51])[CH3:50])(=[O:47])[CH:45]=[CH2:46]>C(Cl)Cl.C(O)(C(F)(F)F)=O.CO>[C:49]([O:48][C:44](=[O:47])[CH2:45][CH2:46][N:8]1[CH2:13][CH2:12][CH:11]([C:14]2[CH:19]=[CH:18][C:17]([CH2:20][O:21][C:22]3[CH:27]=[CH:26][C:25]([C:28]4[CH:29]=[CH:30][CH:31]=[CH:32][CH:33]=4)=[C:24]([CH3:34])[CH:23]=3)=[CH:16][CH:15]=2)[CH2:10][CH2:9]1)([CH3:52])([CH3:51])[CH3:50] |f:3.4|. Reported procedure: A solution of above 4-[4-(4-phenyl-3-methyl-phenoxymethyl)-phenyl]-piperidine-1-carboxylic acid tert-butyl ester in DCM/TFA (1:2 v/v, 3 mL) is stirred for 40 minutes. After concentration, the residue obtained is dissolved in methanol (2 mL). DIEA (5 eq) and t-butyl acrylate (2 eq) is added to this solution. The reaction mixture is heated at 90° C. for 30 minutes using microwave irradiation. After concentration, the residue is purified by silica gel chromatography (40% EtOAc in hexanes) to give 3...